This data is from the Open Reaction Database (ORD), a public repository of structured organic reaction records. The task is: describe an organic reaction: reactants, conditions, products, and yield Starting materials: C1(CC(CC1)=O)=O (1,3-cyclopentandione), C1(=CC=CC=C1)P(C1=CC=CC=C1)C1=CC=CC=C1 (triphenylphosphine), N12CCCCCC2=NCCC1 (1,8-diazabicyclo[5.4.0]undec-7-ene), resultant mixture, C(C)(=O)[O-] (acetate). Procedure: There were put 1.1 g of 1,3-cyclopentandione manufactured by Tokyo Chemical Industry Co., Ltd., and 20 mL of dry tetrahydrofuran manufactured by Kanto Chemical Co., Inc. in a 100 mL round-bottom flask. To the resultant mixture, 3.3 mL of ally acetate manufactured by Tokyo Chemical Industry Co., Ltd., 3.3 mL of 1,8-diazabicyclo[5.4.0]undec-7-ene manufactured by Tokyo Chemical Industry Co., Ltd., 10.55 mg of palladium acetate manufactured by N.E. Chemcat Corporation, and 49.31 mL of triphenylphosp... The reagents and catalysts are C(C)(=O)[O-].[Pd+2].C(C)(=O)[O-] (palladium acetate). Conditions: time 23 hour. Yields the product C(C=C)C1(C(CCCC1=O)=O)CC=C (2,2-diallylcyclohexan-1,3-dione). The solvent is O1CCCC1 (tetrahydrofuran), CCOCC (ether). RXN SMILES: [C:1]1(=[O:7])[CH2:5][CH2:4][C:3](=[O:6])[CH2:2]1.[C:8]([O-])(=O)C.N12CCCN=C1CC[CH2:15][CH2:14][CH2:13]2.[C:23]1(P(C2C=CC=CC=2)C2C=CC=CC=2)[CH:28]=CC=C[CH:24]=1>C([O-])(=O)C.[Pd+2].C([O-])(=O)C.CCOCC.O1CCCC1>[CH2:15]([C:2]1([CH2:28][CH:23]=[CH2:24])[C:1](=[O:7])[CH2:5][CH2:4][CH2:8][C:3]1=[O:6])[CH:14]=[CH2:13] |f:4.5.6|. The reactants are C(#N)C1=NC=CC=C1Br (2-cyano-3-bromopyridine), C1(=CC=C(C=C1)B(O)O)C (4-tolylboronic acid), C1(=CC=CC=C1)C (toluene), C([O-])([O-])=O.[Na+].[Na+] (sodium carbonate). The reagents and catalysts are C=1C=CC(=CC1)[P](C=2C=CC=CC2)(C=3C=CC=CC3)[Pd]([P](C=4C=CC=CC4)(C=5C=CC=CC5)C=6C=CC=CC6)([P](C=7C=CC=CC7)(C=8C=CC=CC8)C=9C=CC=CC9)[P](C=1C=CC=CC1)(C=1C=CC=CC1)C=1C=CC=CC1 (tetrakis(triphenylphosphine)palladium). The solvent is C(C)O (ethanol). The product is C(#N)C1=NC=CC=C1C1=CC=C(C=C1)C (2-cyano-3-(4-tolyl)pyridine). Isolated yield 34.0%. RXN SMILES: [C:1]([C:3]1[C:8](Br)=[CH:7][CH:6]=[CH:5][N:4]=1)#[N:2].[C:10]1([CH3:19])[CH:15]=[CH:14][C:13](B(O)O)=[CH:12][CH:11]=1.C1(C)C=CC=CC=1.C(=O)([O-])[O-].[Na+].[Na+]>C1C=CC([P]([Pd]([P](C2C=CC=CC=2)(C2C=CC=CC=2)C2C=CC=CC=2)([P](C2C=CC=CC=2)(C2C=CC=CC=2)C2C=CC=CC=2)[P](C2C=CC=CC=2)(C2C=CC=CC=2)C2C=CC=CC=2)(C2C=CC=CC=2)C2C=CC=CC=2)=CC=1.C(O)C>[C:1]([C:3]1[C:8]([C:13]2[CH:14]=[CH:15][C:10]([CH3:19])=[CH:11][CH:12]=2)=[CH:7][CH:6]=[CH:5][N:4]=1)#[N:2] |f:3.4.5,^1:36,38,57,76|. Procedure details: Under nitrogen, 13.91 g (76 mmol) of 2-cyano-3-bromopyridine from step 2 and 11.41 g (84 mmol) of 4-tolylboronic acid from step 3 were treated with 2.65 g (2.3 mmol) of tetrakis(triphenylphosphine)palladium zero, 155 mL of toluene, 60 mL of ethanol, and 77 mL of 2M aqueous sodium carbonate. The reaction mixture was heated to reflux and vigorously stirred overnight. The product crystallized from the reaction mixture after several days at ambient temperature. Filtration provided 5.02 g (34%) of 2-... The reactants are CCCCOc1c(NC(C)(C)CC)c(=O)c1=O, CCOCC, NCc1ccncc1, C1CCOC1. Product: CCC(C)(C)Nc1c(NCc2ccncc2)c(=O)c1=O. RXN SMILES: [CH2:1]([O:2][c:6]1[c:7](=[O:17])[c:8](=[O:16])[c:9]1[NH:10][C:11]([CH2:12][CH3:13])([CH3:14])[CH3:15])[CH2:3][CH2:4][CH3:5].[CH3:26][CH2:27][O:28][CH2:29][CH3:30].[NH2:18][CH2:19][c:20]1[cH:21][cH:22][n:23][cH:24][cH:25]1.[O:31]1[CH2:32][CH2:33][CH2:34][CH2:35]1>>[c:6]1([NH:18][CH2:19][c:20]2[cH:21][cH:22][n:23][cH:24][cH:25]2)[c:7](=[O:17])[c:8](=[O:16])[c:9]1[NH:10][C:11]([CH2:12][CH3:13])([CH3:14])[CH3:15]. Starting materials: CN(C)C=O, FC(F)(F)Oc1ccc(-c2cccc(CCl)n2)cc1, [H-], [Na+], O, Oc1ccc(CCCCn2ccnn2)cc1. Yields the product FC(F)(F)Oc1ccc(-c2cccc(COc3ccc(CCCCn4ccnn4)cc3)n2)cc1. Reaction SMILES: [CH3:39][N:40]([CH3:41])[CH:42]=[O:43].[Cl:19][CH2:20][c:21]1[n:22][c:23](-[c:27]2[cH:28][cH:29][c:30]([O:33][C:34]([F:35])([F:36])[F:37])[cH:31][cH:32]2)[cH:24][cH:25][cH:26]1.[H-:17].[Na+:18].[OH2:38].[n:1]1([CH2:6][CH2:7][CH2:8][CH2:9][c:10]2[cH:11][cH:12][c:13]([OH:16])[cH:14][cH:15]2)[n:2][n:3][cH:4][cH:5]1>>[n:1]1([CH2:6][CH2:7][CH2:8][CH2:9][c:10]2[cH:11][cH:12][c:13]([O:16][CH2:20][c:21]3[n:22][c:23](-[c:27]4[cH:28][cH:29][c:30]([O:33][C:34]([F:35])([F:36])[F:37])[cH:31][cH:32]4)[cH:24][cH:25][cH:26]3)[cH:14][cH:15]2)[n:2][n:3][cH:4][cH:5]1. The reactants are C(C)OC(=O)N1C2CC(CC1CC2)C(NCC2=C(C=CC=C2)F)=O (3-(2-fluoro-benzylcarbamoyl)-8-aza-bicyclo[3.2.1]octane-8-carboxylic acid ethyl ester), C[Si](C)(C)I (trimethylsilyl iodide), [OH-].[Na+] (NaOH), S(=O)([O-])[O-].[Na+].[Na+] (sodium sulfite). Solvent: C(Cl)(Cl)Cl (chloroform). The product is FC1=C(CNC(=O)C2CC3CCC(C2)N3)C=CC=C1 (8-Aza-bicyclo[3.2.1]octane-3-carboxylic Acid 2-Fluoro-benzylamide). The yield is 76.5%. Reaction SMILES: C(OC([N:6]1[CH:11]2[CH2:12][CH2:13][CH:7]1[CH2:8][CH:9]([C:14](=[O:24])[NH:15][CH2:16][C:17]1[CH:22]=[CH:21][CH:20]=[CH:19][C:18]=1[F:23])[CH2:10]2)=O)C.C[Si](I)(C)C.[OH-].[Na+].S([O-])([O-])=O.[Na+].[Na+]>C(Cl)(Cl)Cl>[F:23][C:18]1[CH:19]=[CH:20][CH:21]=[CH:22][C:17]=1[CH2:16][NH:15][C:14]([CH:9]1[CH2:10][CH:11]2[NH:6][CH:7]([CH2:13][CH2:12]2)[CH2:8]1)=[O:24] |f:2.3,4.5.6|. Reported procedure: A solution of 0.15 g of 3-(2-fluoro-benzylcarbamoyl)-8-aza-bicyclo[3.2.1]octane-8-carboxylic acid ethyl ester and 0.5 mL of trimethylsilyl iodide in 25 mL of chloroform was kept at room temperature for 48 h, shaken with 25 mL of 6N NaOH and dilute sodium sulfite and dried over magnesium sulfate. Removal of solvents gave 0.09 g of a resin. Reactants: cuprous bromide, BrCCCCC (bromopentane), Grignard reagent. The solvent is [Cl-].[NH4+] (ammonium chloride). Conditions: temperature 0 celsius, time 8 hour. The product is C(CCCC)C(=C)C=C (2-Pentyl-1,3-butadiene). As a reaction SMILES: Br[CH2:2][CH2:3][CH2:4][CH2:5][CH3:6]>[Cl-].[NH4+]>[CH2:2]([C:3]([CH:4]=[CH2:5])=[CH2:2])[CH2:3][CH2:4][CH2:5][CH3:6] |f:1.2|. Procedure: To a flask containing cuprous bromide (1.0 g) is added bromopentane (23 g) and tetrahydrofaran (154 mL). The solution is cooled to 0° C., and the Grignard reagent 1B is added. The reaction is stirred overnight, gradually warming to room temperature. To the solution is then added 30 mL saturated ammonium chloride. The reaction mixture is stirred for 10 minutes, during which time the aqueous layer turns blue. The reaction mixture is then extracted with hexanes, and the combined organic layers are ... Starting materials: ClC1=C(C(=O)Cl)C(=CC(=C1F)Cl)F (2,4-dichloro-3,6-difluorobenzoyl chloride), C(CC(=O)[O-])(=O)OCC (ethyl malonate), ice water, S(O)(O)(=O)=O (sulphuric acid), CC(=O)C.C(=O)=O (acetone dry ice), [Mg] (magnesium). Run in C1(=CC=CC=C1)C (toluene), C(Cl)(Cl)(Cl)Cl (carbon tetrachloride), C1(=CC=CC=C1)C (toluene), C(C)O (ethanol), C(C)O (ethanol). Reaction conditions: temperature 70 celsius, time 1 hour. The product is ClC1=C(C(=O)C(C(=O)OCC)C(=O)OCC)C(=CC(=C1F)Cl)F (diethyl (2,4-dichloro-3,6-difluorobenzoyl)-malonate). Reaction SMILES: [Mg].[C:2]([O:8][CH2:9][CH3:10])(=[O:7])[CH2:3][C:4]([O-:6])=[O:5].[CH3:11][C:12](C)=O.C(=O)=O.[Cl:18][C:19]1[C:27]([F:28])=[C:26]([Cl:29])[CH:25]=[C:24]([F:30])[C:20]=1[C:21](Cl)=[O:22].S(=O)(=O)(O)O>C(O)C.C1(C)C=CC=CC=1.C(Cl)(Cl)(Cl)Cl>[Cl:18][C:19]1[C:27]([F:28])=[C:26]([Cl:29])[CH:25]=[C:24]([F:30])[C:20]=1[C:21]([CH:3]([C:4]([O:6][CH2:11][CH3:12])=[O:5])[C:2]([O:8][CH2:9][CH3:10])=[O:7])=[O:22] |f:2.3|. Reported procedure: 2.1 g of magnesium filings are suspended in 5 ml of anhydrous ethanol. 0.5 ml of carbon tetrachloride is added and, when the reaction has started, a mixture of 14 g of ethyl malonate, 10 ml of absolute ethanol and 41 ml of toluene is added dropwise. The mixture is then heated at 70° C. for a further 1.5 hours and cooled to -5° C. to -10° C. with acetone/dry ice, and a solution of 21.5 g of 2,4-dichloro-3,6-difluorobenzoyl chloride in 30 ml of toluene is slowly added dropwise at this temperature.... Reactants: CCOC(=O)C(C)C(=O)N1CCCC1C(=O)O, CCO, NO, [Na]. Product: [Na], CC(C(=O)NO)C(=O)N1CCCC1C(=O)O. RXN SMILES: [CH2:1]([O:3][C:4](=[O:2])[CH:6]([C:7](=[O:8])[N:9]1[CH:10]([C:11](=[O:12])[OH:13])[CH2:14][CH2:15][CH2:16]1)[CH3:17])[CH3:5].[CH3:21][CH2:22][OH:23].[NH2:18][OH:19].[Na:20]>>[Na:20].[O:3]=[C:4]([CH:6]([C:7](=[O:8])[N:9]1[CH:10]([C:11](=[O:12])[OH:13])[CH2:14][CH2:15][CH2:16]1)[CH3:17])[NH:18][OH:19].